describe an organic reaction: reactants, conditions, products, and yield From a dataset of the Open Reaction Database (ORD), a public repository of structured organic reaction records. The reactants are C(C)OC(=O)N1CCN(CC1)C(=O)C(CCC(=O)OC(C)(C)C)NC(=O)C1=NC2=CC=CC=C2C(=C1)C(=O)OC (2-[1-(4-(ethoxycarbonyl)piperazin-1-yl)carbonyl-3-(1,1-dimethylethoxycarbonyl)propyl]aminocarbonyl-4-(methoxycarbonyl)quinoline), [Li+].[OH-] (LiOH), Cl (HCl). The solvent is C1CCOC1.O (THF H2O). Reaction conditions: time 5 hour. The product is C(C)OC(=O)N1CCN(CC1)C(=O)C(CCC(=O)OC(C)(C)C)NC(=O)C1=NC2=CC=CC=C2C(=C1)C(=O)O (2-[1-(4-(ethoxycarbonyl)piperazin-1-yl)carbonyl-3-(1,1-dimethylethoxycarbonyl)propyl]aminocarbonyl-4-carboxyquinoline). Isolated yield 54.4%. Reaction SMILES: [CH2:1]([O:3][C:4]([N:6]1[CH2:11][CH2:10][N:9]([C:12]([CH:14]([NH:24][C:25]([C:27]2[CH:36]=[C:35]([C:37]([O:39]C)=[O:38])[C:34]3[C:29](=[CH:30][CH:31]=[CH:32][CH:33]=3)[N:28]=2)=[O:26])[CH2:15][CH2:16][C:17]([O:19][C:20]([CH3:23])([CH3:22])[CH3:21])=[O:18])=[O:13])[CH2:8][CH2:7]1)=[O:5])[CH3:2].[Li+].[OH-].Cl>C1COCC1.O>[CH2:1]([O:3][C:4]([N:6]1[CH2:7][CH2:8][N:9]([C:12]([CH:14]([NH:24][C:25]([C:27]2[CH:36]=[C:35]([C:37]([OH:39])=[O:38])[C:34]3[C:29](=[CH:30][CH:31]=[CH:32][CH:33]=3)[N:28]=2)=[O:26])[CH2:15][CH2:16][C:17]([O:19][C:20]([CH3:23])([CH3:22])[CH3:21])=[O:18])=[O:13])[CH2:10][CH2:11]1)=[O:5])[CH3:2] |f:1.2,4.5|. Procedure: Alternatively, 2-[1-(4-(ethoxycarbonyl)piperazin-1-yl)carbonyl-3-(1,1-dimethylethoxycarbonyl)propyl]aminocarbonyl-4-(methoxycarbonyl)quinoline (200 mg, 0.359 mmol) was treated with LiOH (2 eq.) in a solution of THF:H2O (3:1, 8 mL). The reaction mixturre was stirred at ambient temperature for 5 hours. The pH value was adjusted to between pH 3 and pH 4 with 1N HCl solution. Evaporation of the solvents, extraction with ethyl acetate, washing with H2O and brine, followed by evaporation and flash col...